Dataset: the Open Reaction Database (ORD), a public repository of structured organic reaction records. Task: describe an organic reaction: reactants, conditions, products, and yield The reactants are CS(=O)(=O)C1=CC=C(C=C1)N1CCC(CC1)C1CCNCC1 (1[4-(methylsulfonyl)phenyl]-4,4′-bipiperidine), C([O-])([O-])=O.[Cs+].[Cs+] (cesium carbonate), ClC=1OC2=C(N1)C=CC=C2 (Chlorobenzoxazole). Solvent: CN1CCCC1=O (NMP), C([O-])(O)=O.[Na+] (sodium bicarbonate). Run at time 8 hour. Yields the product O1C(=NC2=C1C=CC=C2)N2CCC(CC2)C2CCN(CC2)C2=CC=C(C=C2)S(=O)(=O)C (1-(1,3-benzoxazol-2-yl)-1′-[4-(methylsulfonyl)phenyl]-4,4′-bipiperidine). RXN SMILES: [CH3:1][S:2]([C:5]1[CH:10]=[CH:9][C:8]([N:11]2[CH2:16][CH2:15][CH:14]([CH:17]3[CH2:22][CH2:21][NH:20][CH2:19][CH2:18]3)[CH2:13][CH2:12]2)=[CH:7][CH:6]=1)(=[O:4])=[O:3].C(=O)([O-])[O-].[Cs+].[Cs+].Cl[C:30]1[O:31][C:32]2[CH:38]=[CH:37][CH:36]=[CH:35][C:33]=2[N:34]=1>CN1C(=O)CCC1.C(=O)(O)[O-].[Na+]>[O:31]1[C:32]2[CH:38]=[CH:37][CH:36]=[CH:35][C:33]=2[N:34]=[C:30]1[N:20]1[CH2:21][CH2:22][CH:17]([CH:14]2[CH2:15][CH2:16][N:11]([C:8]3[CH:9]=[CH:10][C:5]([S:2]([CH3:1])(=[O:3])=[O:4])=[CH:6][CH:7]=3)[CH2:12][CH2:13]2)[CH2:18][CH2:19]1 |f:1.2.3,6.7|. Procedure: The 1[4-(methylsulfonyl)phenyl]-4,4′-bipiperidine (70 mg, 0.22 mmol) and cesium carbonate (212 mg, 0.65 mmol) were slurried in NMP (0.43 ml) and the Chlorobenzoxazole (20.3 mmol) added. The mixture was stirred at 120 C overnight. The slurry was diluted with 15% saturated sodium bicarbonate:water (40 ml) and extracted with DCM (3×25 ml). The combined organic fraction was washed with brine, dried over magnesium sulfate, filtered, and the volatiles removed in vac. The crude material was purified by... Reported procedure: To a solution of 1.5 g (6.3389 mmol) 3-(2-chloro-6-fluorophenyl)-5-methylisoxazole-4-carbonitrile in 100 mL dry toluene, were added 2.10 g (12.6779 mmol) tert-Butoxy-bis(dimethylamino)methane. The reaction mixture was heated under reflux for 12 h. The mixture was concentrated in vacuo and was dried in the high vacuum. Petroleum ether was added to the crystallized residue. The product was collected by filtration and 1.791 g (yield of theory: 95.9%) of clean product were obtained. Result of LC/MS ... Reactants: ClC1=C(C(=CC=C1)F)C1=NOC(=C1C#N)C (3-(2-chloro-6-fluorophenyl)-5-methylisoxazole-4-carbonitrile), C(C)(C)(C)OC(N(C)C)N(C)C (tert-Butoxy-bis(dimethylamino)methane). The solvent is C1(=CC=CC=C1)C (toluene). Product: ClC1=C(C(=CC=C1)F)C1=NOC(=C1C#N)\C=C\N(C)C ((E)-3-(2-chloro-6-fluorophenyl)-5-(2-(dimethylamino)vinyl)isoxazole-4-carbonitrile). As a reaction SMILES: [Cl:1][C:2]1[CH:7]=[CH:6][CH:5]=[C:4]([F:8])[C:3]=1[C:9]1[C:13]([C:14]#[N:15])=[C:12]([CH3:16])[O:11][N:10]=1.C(O[CH:22](N(C)C)[N:23]([CH3:25])[CH3:24])(C)(C)C>C1(C)C=CC=CC=1>[Cl:1][C:2]1[CH:7]=[CH:6][CH:5]=[C:4]([F:8])[C:3]=1[C:9]1[C:13]([C:14]#[N:15])=[C:12](/[CH:16]=[CH:22]/[N:23]([CH3:25])[CH3:24])[O:11][N:10]=1. Starting materials: C(Cl)(Cl)Cl.CO.O (chloroform methanol water), C[C@H]1[C@@H]2C[C@@H]3[C@@]45CO[C@@]([C@@H]4[C@H](C(=O)O3)OC(=O)C=C(C)C)([C@H]([C@@H]([C@@H]5[C@]2(C=C(C1=O)O[C@H]6[C@@H]([C@H]([C@@H]([C@H](O6)CO)O)O)O)C)O)O)C(=O)OC (bruceoside-A), O (water), C[C@H]1[C@@H]2C[C@@H]3[C@@]45CO[C@@]([C@@H]4[C@H](C(=O)O3)OC(=O)C=C(C)C)([C@H]([C@@H]([C@@H]5[C@]2(C=C(C1=O)O[C@H]6[C@@H]([C@H]([C@@H]([C@H](O6)CO)O)O)O)C)O)O)C(=O)OC (bruceoside-A), CC(=CC(=O)Cl)C(C)C (3,4-Dimethyl-2-pentenoylchloride), acid chloride. Run in N1=CC=CC=C1 (pyridine), C(Cl)(Cl)Cl (chloroform). Conditions: time 4 day. The product is CC1=C(C(=O)C[C@]2([C@H]1C[C@@H]3[C@]45[C@@H]2[C@H]([C@@H]([C@]([C@@H]4[C@H](C(=O)O3)OC(=O)/C=C(\C)/C(C)C)(OC5)C(=O)OC)O)O)C)O (bruceantin). The yield is 58.0%. RXN SMILES: [CH3:1][C@@H:2]1[C:28](=[O:29])[C:27]([O:30][C@@H]2O[C@H](CO)[C@@H](O)[C@H](O)[C@H]2O)=[CH:26][C@@:25]2([CH3:42])[C@H:3]1[CH2:4][C@H:5]1[O:14][C:12](=[O:13])[C@H:11]([O:15][C:16]([CH:18]=[C:19]([CH3:21])C)=[O:17])[C@@H:10]3[C@:6]41[C@@H:24]2[C@@H:23]([OH:43])[C@H:22]([OH:44])[C@@:9]3([C:45]([O:47][CH3:48])=[O:46])[O:8][CH2:7]4.[CH3:49][C:50](C(C)C)=[CH:51]C(Cl)=O.C(Cl)(Cl)Cl.CO.O.O>N1C=CC=CC=1.C(Cl)(Cl)Cl>[CH3:1][C:2]1[C@@H:3]2[CH2:4][C@H:5]3[O:14][C:12](=[O:13])[C@H:11]([O:15][C:16](/[CH:18]=[C:19](/[CH:50]([CH3:51])[CH3:49])\[CH3:21])=[O:17])[C@@H:10]4[C@@:6]53[CH2:7][O:8][C@:9]4([C:45]([O:47][CH3:48])=[O:46])[C@@H:22]([OH:44])[C@H:23]([OH:43])[C@@H:24]5[C@@:25]2([CH3:42])[CH2:26][C:27](=[O:30])[C:28]=1[OH:29] |f:2.3.4|. Reported procedure: A solution of 15-desenecioyl bruceoside-A (VI, 89.9 mg, 0.15 mmol) in dry pyridine (2 mL) was added dropwise to a solution of 3,4-dimethyl-2-pentenoyl chloride (IX, 330 mg, 2.25 mmol) in dry chloroform (2 mL). The mixture was stirred at room temperature for 20 hours until the thin layer chromatography (chloroform-methanol-water, 50:14:3) showed the disappearance of (VI), water was then added to decompose the unreacted acid chloride. The reaction product without further purification and isolation... Reactants: O=C([O-])[O-], CCOCC, CI, CN(C)C=O, CCOC(C)=O, [K+], [K+], COCOc1ccc(-c2ccc3c(c2CO)C(C)=CC(C)(C)N3)c(O)c1. The product is COCOc1ccc(-c2ccc3c(c2CO)C(C)=CC(C)(C)N3)c(OC)c1. Reaction SMILES: [C:29](=[O:30])([O-:31])[O-:32].[CH2:46]([O:47][CH2:48][CH3:49])[CH3:50].[CH3:27][I:28].[CH3:35][N:36]([CH3:37])[CH:38]=[O:39].[CH3:40][CH2:41][O:42][C:43](=[O:44])[CH3:45].[K+:33].[K+:34].[OH:1][c:2]1[c:3](-[c:12]2[c:13]([CH2:25][OH:26])[c:14]3[c:19]([cH:20][cH:21]2)[NH:18][C:17]([CH3:22])([CH3:23])[CH:16]=[C:15]3[CH3:24])[cH:4][cH:5][c:6]([O:8][CH2:9][O:10][CH3:11])[cH:7]1>>[O:1]([c:2]1[c:3](-[c:12]2[c:13]([CH2:25][OH:26])[c:14]3[c:19]([cH:20][cH:21]2)[NH:18][C:17]([CH3:22])([CH3:23])[CH:16]=[C:15]3[CH3:24])[cH:4][cH:5][c:6]([O:8][CH2:9][O:10][CH3:11])[cH:7]1)[CH3:29]. Reaction conditions: temperature 0 celsius, time 4 hour. Reported procedure: Borane-dimethyl sulphide complex (2.0M in THF, 7.67 ml, 15.3 mmol) was added dropwise to 2-vinylbenzaldehyde ethylene acetal (2.7 g, 15.3 mmol) in THF (80 ml) at 0° C. Stirring was continued at room temperature for 4 h, cooled to 0° C. and 10% aqueous sodium hydroxide (3 ml) added dropwise, followed by hydrogen peroxide (30% by volume, 1.8 ml). After 1 h at room temperature, the mixture was diluted with water, extracted with ethyl acetate, dried over sodium sulphate and evaporated to give a colo... Solvent: C1CCOC1 (THF), O (water). Starting materials: [OH-].[Na+] (sodium hydroxide), OO (hydrogen peroxide), B.CSC (Borane dimethyl sulphide), C1COC(C2=C(C=CC=C2)C=C)O1 (2-vinylbenzaldehyde ethylene acetal). The product is C1COC(C2=C(C=CC=C2)CCO)O1 (2-(2-Hydroxyethyl)benzaldehyde ethylene acetal). As a reaction SMILES: B.CSC.[CH2:5]1[O:17][CH:8]([C:9]2[CH:14]=[CH:13][CH:12]=[CH:11][C:10]=2[CH:15]=[CH2:16])[O:7][CH2:6]1.[OH-:18].[Na+].OO>C1COCC1.O>[CH2:6]1[O:7][CH:8]([C:9]2[CH:14]=[CH:13][CH:12]=[CH:11][C:10]=2[CH2:15][CH2:16][OH:18])[O:17][CH2:5]1 |f:0.1,3.4|.